Dataset: the Open Reaction Database (ORD), a public repository of structured organic reaction records. Task: describe an organic reaction: reactants, conditions, products, and yield Reactants: Cc1cc([N+](=O)[O-])ccc1N=C=O, CC(C)CNC(CCl)C(C)C. RXN SMILES: [CH3:12][c:13]1[c:14]([N:22]=[C:23]=[O:24])[cH:15][cH:16][c:17]([N+:19](=[O:20])[O-:21])[cH:18]1.[Cl:1][CH2:2][CH:3]([CH:4]([CH3:5])[CH3:6])[NH:7][CH2:8][CH:9]([CH3:10])[CH3:11]>>[CH2:2]1[CH:3]([CH:4]([CH3:5])[CH3:6])[N:7]([CH2:8][CH:9]([CH3:10])[CH3:11])[C:23](=[N:22][c:14]2[c:13]([CH3:12])[cH:18][c:17]([N+:19](=[O:20])[O-:21])[cH:16][cH:15]2)[O:24]1. Product: Cc1cc([N+](=O)[O-])ccc1N=C1OCC(C(C)C)N1CC(C)C.